Dataset: the Open Reaction Database (ORD), a public repository of structured organic reaction records. Task: describe an organic reaction: reactants, conditions, products, and yield Starting materials: [BH3-]C#N, C=O, CO, ClCCl, COc1c(NC(=O)c2ccc(C)c(-n3cc(C(=O)NCC4CCCNC4)nn3)c2)cc(C(C)(C)C)cc1NS(C)(=O)=O, [Na+]. The product is COc1c(NC(=O)c2ccc(C)c(-n3cc(C(=O)NCC4CCCN(C)C4)nn3)c2)cc(C(C)(C)C)cc1NS(C)(=O)=O. As a reaction SMILES: [C:45]([BH3-:46])#[N:47].[CH2:43]=[O:44].[CH3:49][OH:50].[Cl:51][CH2:52][Cl:53].[NH:1]1[CH2:2][CH:3]([CH2:7][NH:8][C:9](=[O:10])[c:11]2[n:12][n:13][n:14](-[c:16]3[c:17]([CH3:42])[cH:18][cH:19][c:20]([C:22]([NH:23][c:24]4[c:25]([O:39][CH3:40])[c:26]([NH:34][S:35](=[O:36])(=[O:37])[CH3:38])[cH:27][c:28]([C:30]([CH3:31])([CH3:32])[CH3:33])[cH:29]4)=[O:41])[cH:21]3)[cH:15]2)[CH2:4][CH2:5][CH2:6]1.[Na+:48]>>[N:1]1([CH3:45])[CH2:2][CH:3]([CH2:7][NH:8][C:9](=[O:10])[c:11]2[n:12][n:13][n:14](-[c:16]3[c:17]([CH3:42])[cH:18][cH:19][c:20]([C:22]([NH:23][c:24]4[c:25]([O:39][CH3:40])[c:26]([NH:34][S:35](=[O:36])(=[O:37])[CH3:38])[cH:27][c:28]([C:30]([CH3:31])([CH3:32])[CH3:33])[cH:29]4)=[O:41])[cH:21]3)[cH:15]2)[CH2:4][CH2:5][CH2:6]1.